From a dataset of the Open Reaction Database (ORD), a public repository of structured organic reaction records. describe an organic reaction: reactants, conditions, products, and yield Starting materials: CC(=O)C1(c2ccc([N+](=O)[O-])cc2)CC1, OCCO, Cc1ccc(S(=O)(=O)[O-])cc1, c1ccccc1, c1cc[nH+]cc1. Product: CC1(C2(c3ccc([N+](=O)[O-])cc3)CC2)OCCO1. As a reaction SMILES: [C:1]([CH3:2])(=[O:3])[C:4]1([c:7]2[cH:8][cH:9][c:10]([N+:13](=[O:14])[O-:15])[cH:11][cH:12]2)[CH2:5][CH2:6]1.[OH:16][CH2:17][CH2:18][OH:19].[c:20]1([CH3:21])[cH:22][cH:23][c:24]([S:25]([O-:26])(=[O:27])=[O:28])[cH:29][cH:30]1.[cH:37]1[cH:38][cH:39][cH:40][cH:41][cH:42]1.[nH+:31]1[cH:32][cH:33][cH:34][cH:35][cH:36]1>>[C:1]1([CH3:2])([C:4]2([c:7]3[cH:8][cH:9][c:10]([N+:13](=[O:14])[O-:15])[cH:11][cH:12]3)[CH2:5][CH2:6]2)[O:3][CH2:18][CH2:17][O:16]1. The product is C1(=CC=CC=C1)CN1S(N(C(C1=O)CCC)C)(=O)=O (2-phenylmethyl-4-propyl-5-methyl-1,2,5-thiadiazol-idin-3-one 1,1-dioxide). Procedure: To a solution of potassium t-butoxide (3.53 g, 29 mmol) in THF was added a solution of 2-phenylmethyl-4-isopropyl-1,2,5-thiadiazolidin-3-one 1,1-dioxide (7.7 g, 29 mmol) in THF at 0° C and the mixture was stirred at this temperature for 1 hour. To the mixture was added methyl iodide (20.38 g, 0. 143 mol) and the resulting mixture was allowed to stir at room temperature for 2.5 hours. The resulting mixture was quenched with brine, extracted with ether, and the organic layer was washed with brine.... Conditions: time 1 hour. Yield: 88.0%. Starting materials: CI (methyl iodide), CC(C)([O-])C.[K+] (potassium t-butoxide), C1(=CC=CC=C1)CN1S(NC(C1=O)C(C)C)(=O)=O (2-phenylmethyl-4-isopropyl-1,2,5-thiadiazolidin-3-one 1,1-dioxide), C1CCOC1 (THF), C1CCOC1 (THF). Reaction SMILES: [CH3:1]C(C)([O-])C.[K+].[C:7]1([CH2:13][N:14]2C(=O)[CH:17](C(C)C)[NH:16][S:15]2(=[O:24])=[O:23])[CH:12]=[CH:11][CH:10]=[CH:9][CH:8]=1.CI.[CH2:27]1[CH2:31][O:30][CH2:29][CH2:28]1>>[C:7]1([CH2:13][N:14]2[C:29](=[O:30])[CH:28]([CH2:27][CH2:31][CH3:1])[N:16]([CH3:17])[S:15]2(=[O:24])=[O:23])[CH:8]=[CH:9][CH:10]=[CH:11][CH:12]=1 |f:0.1|. Reactants: Cl.C(CCC)OC1CNC1 (3-Butoxyazetidine hydrochloride), CCN=C=NCCCN(C)C (EDCI), C=1C=CC2=C(C1)N=NN2O (HOBt), C(C)(C)N(CC)C(C)C (diisopropylethylamine), Cl.O=C1CCC=2C=C(C=NC2N1)/C=C/C(=O)O ((E)-3-(7-oxo-5,6,7,8-tetrahydro-1,8-naphthyridin-3-yl)-acrylic acid hydrochloride). Run in CN(C=O)C (dimethylformamide), O (water), C(C)(=O)OCC (ethyl acetate). Reaction conditions: time 8 hour. Yields the product C(CCC)OC1CN(C1)C(/C=C/C=1C=C2CC3(CCN(CC3)C)C(NC2=NC1)=O)=O ((E)-6-(3-(3-Butoxyazetidin-1-yl)-3-oxoprop-1-enyl)-1′-methyl-1H-spiro[[1,8]naphthyridine-3,4′-piperidin]-2(4H)-one), solid. The yield is 17.0%. Reaction SMILES: Cl.[CH2:2]([O:6][CH:7]1[CH2:10][NH:9][CH2:8]1)[CH2:3][CH2:4][CH3:5].CCN=C=NCCCN(C)C.C1C=CC2N(O)N=NC=2C=1.[CH:32]([N:35]([CH:38]([CH3:40])C)[CH2:36][CH3:37])(C)C.Cl.[O:42]=[C:43]1[NH:52][C:51]2[N:50]=[CH:49][C:48](/[CH:53]=[CH:54]/[C:55](O)=[O:56])=[CH:47][C:46]=2[CH2:45][CH2:44]1>CN(C)C=O.O.C(OCC)(=O)C>[CH2:2]([O:6][CH:7]1[CH2:10][N:9]([C:55](=[O:56])/[CH:54]=[CH:53]/[C:48]2[CH:47]=[C:46]3[C:51](=[N:50][CH:49]=2)[NH:52][C:43](=[O:42])[C:44]2([CH2:37][CH2:36][N:35]([CH3:32])[CH2:38][CH2:40]2)[CH2:45]3)[CH2:8]1)[CH2:3][CH2:4][CH3:5] |f:0.1,5.6|. Procedure: 3-Butoxyazetidine hydrochloride (33 mg, 0.20 mmol), EDCI (72 mg, 0.4 mmol), HOBt (54 mg, 0.4 mmol) and diisopropylethylamine (116 μL, 0.66 mmol) were successively added to a solution of (E)-3-(7-oxo-5,6,7,8-tetrahydro-1,8-naphthyridin-3-yl)-acrylic acid hydrochloride (45 mg, 0.13 mmol) in dimethylformamide (5 mL) at room temperature. The reaction mixture was stirred overnight and then diluted by addition of ethyl acetate (40 mL) and water (40 mL). The aqueous phase was extracted with ethyl aceta... The reactants are [BH-](OC(=O)C)(OC(=O)C)OC(=O)C.[Na+] (NaBH(OAc)3), [BH-](OC(=O)C)(OC(=O)C)OC(=O)C.[Na+] (NaBH(OAc)3), ClC=1C(=C(C=C(C1)C(F)(F)F)C=1C=CC(=NC1)C(=O)NCCC(=O)OCC)C=O (ethyl 3-(5-(3-chloro-2-formyl-5-(trifluoromethyl)phenyl)picolinamido)propanoate), ClC1=CC=C(C=C1)C1=C(C=C(C=C1)N)C (4′-chloro-2-methyl-[1,1′-biphenyl]-4-amine), CC(=O)O (AcOH). Run in ClCCCl (DCE), CCOC(=O)C (EtOAc), C(=O)([O-])[O-].[K+].[K+] (K2CO3). The product is ClC=1C(=C(C=C(C1)C(F)(F)F)C=1C=CC(=NC1)C(=O)NCCC(=O)OCC)CNC1=CC(=C(C=C1)C1=CC=C(C=C1)Cl)C (ethyl 3-(5-(3-chloro-2-(((4′-chloro-2-methyl-[1,1′-biphenyl]-4-yl)amino)methyl)-5-(trifluoromethyl)phenyl)picolinamido)propanoate). Reaction SMILES: [BH-](OC(C)=O)(OC(C)=O)OC(C)=O.[Na+].[Cl:15][C:16]1[C:17]([CH:42]=O)=[C:18]([C:26]2[CH:27]=[CH:28][C:29]([C:32]([NH:34][CH2:35][CH2:36][C:37]([O:39][CH2:40][CH3:41])=[O:38])=[O:33])=[N:30][CH:31]=2)[CH:19]=[C:20]([C:22]([F:25])([F:24])[F:23])[CH:21]=1.[Cl:44][C:45]1[CH:50]=[CH:49][C:48]([C:51]2[CH:56]=[CH:55][C:54]([NH2:57])=[CH:53][C:52]=2[CH3:58])=[CH:47][CH:46]=1.CC(O)=O>CCOC(C)=O.C([O-])([O-])=O.[K+].[K+].ClCCCl>[Cl:15][C:16]1[C:17]([CH2:42][NH:57][C:54]2[CH:55]=[CH:56][C:51]([C:48]3[CH:49]=[CH:50][C:45]([Cl:44])=[CH:46][CH:47]=3)=[C:52]([CH3:58])[CH:53]=2)=[C:18]([C:26]2[CH:27]=[CH:28][C:29]([C:32]([NH:34][CH2:35][CH2:36][C:37]([O:39][CH2:40][CH3:41])=[O:38])=[O:33])=[N:30][CH:31]=2)[CH:19]=[C:20]([C:22]([F:23])([F:24])[F:25])[CH:21]=1 |f:0.1,6.7.8|. Procedure: Solid NaBH(OAc)3 (2.6 g, 12.1 mmol) was added to a DCE solution (16 mL) of ethyl 3-(5-(3-chloro-2-formyl-5-(trifluoromethyl)phenyl)picolinamido)propanoate (2.6 g, 6.1 mmol) and 4′-chloro-2-methyl-[1,1′-biphenyl]-4-amine (1.6 g, 7.3 mmol), and AcOH (1.4 mL, 1.2 mmol) and the resulting mixture was stirred at room temperature. After 2 h additional NaBH(OAc)3 (2.6 g, 12.1 mmol) was added. After 4 h the resulting mixture was diluted with EtOAc and 2M aqueous K2CO3 and the layers were separated. The a... Yields the product CC(C[C@@H](C(=O)OC)O[C@@H](C1=CC=C(C=C1)C=1C=NC2=CC=CC=C2C1)C1=CC=CC=C1)C (methyl (2S)-4-methyl-2-{[(R)-phenyl(4-quinolin-3-ylphenyl)methyl]oxy}pentanoate). As a reaction SMILES: Br[C:2]1[CH:7]=[CH:6][C:5]([C@@H:8]([C:19]2[CH:24]=[CH:23][CH:22]=[CH:21][CH:20]=2)[O:9][C@@H:10]([CH2:15][CH:16]([CH3:18])[CH3:17])[C:11]([O:13][CH3:14])=[O:12])=[CH:4][CH:3]=1.[N:25]1[C:34]2[C:29](=[CH:30][CH:31]=[CH:32][CH:33]=2)[CH:28]=[C:27](B(O)O)[CH:26]=1>>[CH3:17][CH:16]([CH3:18])[CH2:15][C@H:10]([O:9][C@H:8]([C:19]1[CH:24]=[CH:23][CH:22]=[CH:21][CH:20]=1)[C:5]1[CH:6]=[CH:7][C:2]([C:27]2[CH:26]=[N:25][C:34]3[C:29]([CH:28]=2)=[CH:30][CH:31]=[CH:32][CH:33]=3)=[CH:3][CH:4]=1)[C:11]([O:13][CH3:14])=[O:12]. Reported procedure: Using the same procedure as described for example 36 step 2, methyl (2S)-2-{[(R)-(4-bromophenyl)(phenyl)methyl]oxy}-4-methylpentanoate (2.05 g, 5.25 mmol) and 3-quinolineboronic acid (1.0 g, 5.78 mmol) were coupled to give the title compound as an oil. Reactants: BrC1=CC=C(C=C1)[C@H](O[C@H](C(=O)OC)CC(C)C)C1=CC=CC=C1 (methyl (2S)-2-{[(R)-(4-bromophenyl)(phenyl)methyl]oxy}-4-methylpentanoate), N1=CC(=CC2=CC=CC=C12)B(O)O (3-quinolineboronic acid). Reactants: N1(CCCC1)C1=C(CS(C2=C1C=CC=C2)(=O)=O)C(=O)OC2=CC=C(C=C2)[N+](=O)[O-] (p-nitrophenyl 4-(1-pyrrolidinyl)-2H-1-benzothiopyran-3-carboxylate 1,1-dioxide), Cl (hydrochloric acid), C(C)(=O)O (acetic acid). Solvent: ice water. Product: OC1=C(CS(C2=C1C=CC=C2)(=O)=O)C(=O)OC2=CC=C(C=C2)[N+](=O)[O-] (p-Nitrophenyl 4-Hydroxy-2H-1-benzothiopyran-3-carboxylate 1,1-Dioxide). As a reaction SMILES: N1([C:6]2[C:11]3[CH:12]=[CH:13][CH:14]=[CH:15][C:10]=3[S:9](=[O:17])(=[O:16])[CH2:8][C:7]=2[C:18]([O:20][C:21]2[CH:26]=[CH:25][C:24]([N+:27]([O-:29])=[O:28])=[CH:23][CH:22]=2)=[O:19])CCCC1.Cl.C(O)(=[O:33])C>>[OH:33][C:6]1[C:11]2[CH:12]=[CH:13][CH:14]=[CH:15][C:10]=2[S:9](=[O:17])(=[O:16])[CH2:8][C:7]=1[C:18]([O:20][C:21]1[CH:26]=[CH:25][C:24]([N+:27]([O-:29])=[O:28])=[CH:23][CH:22]=1)=[O:19]. Procedure details: A mixture of 7.0 g of p-nitrophenyl 4-(1-pyrrolidinyl)-2H-1-benzothiopyran-3-carboxylate 1,1-dioxide, 50 ml of glacial acetic acid, and 100 ml of 1N hydrochloric acid was heated on a steam bath for 20 min and diluted with ice-water. The resulting precipitate was collected and recrystallized from tetrahydrofuran-isopropyl ether to give 5.5 g of product, mp 206°-209° dec. Reactants: CC(C)(C)O, CCN(CC)CCN1C(=O)C(O)(c2ccc3ccccc3c2)c2c1cc(C#N)cc2C(F)(F)F, [K+], [OH-]. Product: CCN(CC)CCN1C(=O)C(O)(c2ccc3ccccc3c2)c2c1cc(C(N)=O)cc2C(F)(F)F. RXN SMILES: [C:37]([OH:38])([CH3:39])([CH3:40])[CH3:41].[CH2:1]([CH3:2])[N:3]([CH2:4][CH2:5][N:6]1[C:7](=[O:32])[C:8]([c:21]2[cH:22][c:23]3[cH:24][cH:25][cH:26][cH:27][c:28]3[cH:29][cH:30]2)([OH:31])[c:9]2[c:10]([C:17]([F:18])([F:19])[F:20])[cH:11][c:12]([C:15]#[N:16])[cH:13][c:14]21)[CH2:33][CH3:34].[K+:36].[OH-:35]>>[CH2:1]([CH3:2])[N:3]([CH2:4][CH2:5][N:6]1[C:7](=[O:32])[C:8]([c:21]2[cH:22][c:23]3[cH:24][cH:25][cH:26][cH:27][c:28]3[cH:29][cH:30]2)([OH:31])[c:9]2[c:10]([C:17]([F:18])([F:19])[F:20])[cH:11][c:12]([C:15]([NH2:16])=[O:35])[cH:13][c:14]21)[CH2:33][CH3:34]. Reactants: CC1=C(C=CC(=C1)C)NC(CN(CC=1OC=CC1)CC1=CC=C(C=C1)CC(C(=O)OC(C)(C)C)(C)C)=O (tert-butyl 3-(4-{[(2-(2,4-dimethylphenyl)amino-2-oxoethyl)(2-furylmethyl)amino]methyl}phenyl)-2,2-dimethylpropionate), FC(C(=O)O)(F)F (trifluoroacetic acid). Yield: 88.0%. Solvent: ClCCl (dichloromethane). Procedure details: A solution of 192 mg (0.380 mmol) of tert-butyl 3-(4-{[(2-(2,4-dimethylphenyl)-amino-2-oxoethyl)(2-furylmethyl)amino]methyl}phenyl)-2,2-dimethylpropionate (Example 1-1) in 1 ml of dichloromethane is treated with 1 ml of trifluoroacetic acid and stirred at room temperature for 2 h. The mixture is then concentrated under reduced pressure, the residue is taken up in ethyl acetate and the organic phase is washed 2× with water, 1× with 20% strength sodium acetate solution, 1× with water and 1× with s... RXN SMILES: [CH3:1][C:2]1[CH:7]=[C:6]([CH3:8])[CH:5]=[CH:4][C:3]=1[NH:9][C:10](=[O:37])[CH2:11][N:12]([CH2:19][C:20]1[CH:25]=[CH:24][C:23]([CH2:26][C:27]([CH3:36])([CH3:35])[C:28]([O:30]C(C)(C)C)=[O:29])=[CH:22][CH:21]=1)[CH2:13][C:14]1[O:15][CH:16]=[CH:17][CH:18]=1.FC(F)(F)C(O)=O>ClCCl>[CH3:1][C:2]1[CH:7]=[C:6]([CH3:8])[CH:5]=[CH:4][C:3]=1[NH:9][C:10](=[O:37])[CH2:11][N:12]([CH2:19][C:20]1[CH:21]=[CH:22][C:23]([CH2:26][C:27]([CH3:35])([CH3:36])[C:28]([OH:30])=[O:29])=[CH:24][CH:25]=1)[CH2:13][C:14]1[O:15][CH:16]=[CH:17][CH:18]=1. Reaction conditions: time 2 hour. Yields the product CC1=C(C=CC(=C1)C)NC(CN(CC=1OC=CC1)CC1=CC=C(C=C1)CC(C(=O)O)(C)C)=O (3-(4-{[(2-(2,4-dimethylphenyl)amino-2-oxoethyl)(2-furylmethyl)amino]methyl}phenyl)-2,2-dimethylpropionic acid). The reactants are COC(=O)C1CN(C(=O)OC(C)(C)C)CCC1N1C(=O)OCc2ccccc21, CCOC(C)=O, Cl. Yields the product Cl, COC(=O)C1CNCCC1N1C(=O)OCc2ccccc21. Reaction SMILES: [C:1]([O:2][C:3]([CH3:4])([CH3:5])[CH3:6])(=[O:7])[N:8]1[CH2:9][CH:10]([C:25](=[O:26])[O:27][CH3:28])[CH:11]([N:14]2[C:15](=[O:24])[O:16][CH2:17][c:18]3[c:19]2[cH:20][cH:21][cH:22][cH:23]3)[CH2:12][CH2:13]1.[CH3:30][CH2:31][O:32][C:33](=[O:34])[CH3:35].[ClH:29]>>[ClH:29].[NH:8]1[CH2:9][CH:10]([C:25](=[O:26])[O:27][CH3:28])[CH:11]([N:14]2[C:15](=[O:24])[O:16][CH2:17][c:18]3[c:19]2[cH:20][cH:21][cH:22][cH:23]3)[CH2:12][CH2:13]1. Conditions: temperature 0 celsius, time 15 hour. Starting materials: CN1C=NCC(C1)C(=O)OC (1-Methyl-1,4,5,6-tetrahydro-5-methoxycarbonylpyrimidine), [H-].[Na+] (Sodium hydride), oil, C(C)(N)=NO (acetamidoxime), C(C)O (ethanol). The solvent is C1CCOC1 (THF), C1CCOC1 (THF). Procedure: Sodium hydride (60% dispersion in mineral oil 112 mg, 2.8 mmol) and acetamidoxime (207 mg, 2.8 mmol) are suspended in dry THF (16 ml) in an oven dried round bottom flask under nitrogen with stirring at 0° C. After 10 minutes the grey suspension is refluxed for 30 minutes giving a white suspension. 1-Methyl-1,4,5,6-tetrahydro-5-methoxycarbonylpyrimidine (593 mg, 2.8 mmol) dissolved in dry THF (4 ml) and anhydrous ethanol (1 ml) is added via syringe and reflux continued 15 hours. The suspension is... Yields the product CN1C=NCC(C1)C1=NC(=NO1)C (1-Methyl-1,4,5,6-Tetrahydro-5-(3-methyl-1,2,4-oxadiazol-5-yl)pyrimidine). As a reaction SMILES: [H-].[Na+].[C:3](=[N:6][OH:7])([NH2:5])[CH3:4].[CH3:8][N:9]1[CH2:14][CH:13]([C:15](OC)=O)[CH2:12][N:11]=[CH:10]1.C(O)C>C1COCC1>[CH3:8][N:9]1[CH2:14][CH:13]([C:15]2[O:7][N:6]=[C:3]([CH3:4])[N:5]=2)[CH2:12][N:11]=[CH:10]1 |f:0.1|.